Dataset: the Open Reaction Database (ORD), a public repository of structured organic reaction records. Task: describe an organic reaction: reactants, conditions, products, and yield Reactants: C(C1=CC=CC=C1)OC(=O)N1CC2(CCN(CC2)C(=O)[C@@H](COCC2=CC=CC=C2)NC(C(C)(C)NC(=O)OC(C)(C)C)=O)C2=CC(=CC=C12)F (N-[1(R)-[(1,2-Dihydro-1-benzyloxycarbonyl-5-fluorospiro[3H-indole-3,4'-piperidin]-1'-yl)carbonyl]-2-(phenylmethyloxy)ethyl]-[[(1,1-dimethylethyloxy)carbonyl]amino]-2-methylpropanamide), [H][H] (hydrogen). The reagents and catalysts are C(C)N(CC)CC (triethylamine). The solvent is C(C)O (ethanol). Product: FC=1C=C2C(=CC1)NCC21CCN(CC1)C(=O)[C@@H](COCC1=CC=CC=C1)NC(C(C)(C)NC(=O)OC(C)(C)C)=O (N-[1(R)-[(1,2-Dihydro-5-fluoro-spiro[3H-indole-3,4'-piperidin]-1'-yl)carbonyl]-2-(phenylmethyloxy)ethyl]-[[(1,1-dimethylethyloxy)carbonyl]amino]-2-methylpropanamide). Yield: 100.7%. Reaction SMILES: C(OC([N:11]1[C:50]2[C:45](=[CH:46][C:47]([F:51])=[CH:48][CH:49]=2)[C:13]2([CH2:18][CH2:17][N:16]([C:19]([C@H:21]([NH:31][C:32](=[O:44])[C:33]([NH:36][C:37]([O:39][C:40]([CH3:43])([CH3:42])[CH3:41])=[O:38])([CH3:35])[CH3:34])[CH2:22][O:23][CH2:24][C:25]3[CH:30]=[CH:29][CH:28]=[CH:27][CH:26]=3)=[O:20])[CH2:15][CH2:14]2)[CH2:12]1)=O)C1C=CC=CC=1.[H][H]>C(O)C.C(N(CC)CC)C>[F:51][C:47]1[CH:46]=[C:45]2[C:13]3([CH2:14][CH2:15][N:16]([C:19]([C@H:21]([NH:31][C:32](=[O:44])[C:33]([NH:36][C:37]([O:39][C:40]([CH3:43])([CH3:42])[CH3:41])=[O:38])([CH3:35])[CH3:34])[CH2:22][O:23][CH2:24][C:25]4[CH:26]=[CH:27][CH:28]=[CH:29][CH:30]=4)=[O:20])[CH2:17][CH2:18]3)[CH2:12][NH:11][C:50]2=[CH:49][CH:48]=1. Procedure details: To a solution of 0.330 g of the intermediate obtained from Step A in 5 mL of ethanol at was added 1 drop of triethylamine and hydrogenated with hydrogen balloon for 3 h. The catalyst was filtered off through a pad of celite and washed with ethyl acetate. The filtrate was concentrated to give 0.269 g of the product as a colorless foam. The reactants are COC(=O)C#N, C1CCOC1, [Li]CCCC, CN(C)P(=O)(N(C)C)N(C)C, c1ccc(C2(N3CCC(n4cnc5ccccc54)CC3)CCCCCC2)cc1. Yields the product COC(=O)c1nc2ccccc2n1C1CCN(C2(c3ccccc3)CCCCCC2)CC1. Reaction SMILES: [C:34](#[N:35])[C:36](=[O:37])[O:38][CH3:39].[CH2:40]1[O:41][CH2:42][CH2:43][CH2:44]1.[CH3:29][CH2:30][CH2:31][CH2:32][Li:33].[CH3:45][N:46]([CH3:47])[P:48]([N:49]([CH3:50])[CH3:51])([N:52]([CH3:53])[CH3:54])=[O:55].[c:1]1([C:7]2([N:14]3[CH2:15][CH2:16][CH:17]([n:20]4[cH:21][n:22][c:23]5[c:24]4[cH:25][cH:26][cH:27][cH:28]5)[CH2:18][CH2:19]3)[CH2:8][CH2:9][CH2:10][CH2:11][CH2:12][CH2:13]2)[cH:2][cH:3][cH:4][cH:5][cH:6]1>>[c:1]1([C:7]2([N:14]3[CH2:15][CH2:16][CH:17]([n:20]4[c:21]([C:36](=[O:37])[O:38][CH3:39])[n:22][c:23]5[c:24]4[cH:25][cH:26][cH:27][cH:28]5)[CH2:18][CH2:19]3)[CH2:8][CH2:9][CH2:10][CH2:11][CH2:12][CH2:13]2)[cH:2][cH:3][cH:4][cH:5][cH:6]1. Reactants: COc1ccc2c(C(=O)c3ccc(OCCN4CCCCC4)cc3)c(OS(=O)(=O)C(F)(F)F)ccc2c1, OB(O)c1c(F)cccc1F, [K+], [K+], [K+], CN(C)C=O, O=P([O-])([O-])[O-], c1ccc(P(c2ccccc2)(c2ccccc2)[Pd](P(c2ccccc2)(c2ccccc2)c2ccccc2)(P(c2ccccc2)(c2ccccc2)c2ccccc2)P(c2ccccc2)(c2ccccc2)c2ccccc2)cc1. Product: COc1ccc2c(C(=O)c3ccc(OCCN4CCCCC4)cc3)c(-c3c(F)cccc3F)ccc2c1. Reaction SMILES: [CH3:1][O:2][c:3]1[cH:4][c:5]2[cH:6][cH:7][c:8]([O:30][S:31]([C:32]([F:33])([F:34])[F:35])(=[O:36])=[O:37])[c:9]([C:13]([c:14]3[cH:15][cH:16][c:17]([O:20][CH2:21][CH2:22][N:23]4[CH2:24][CH2:25][CH2:26][CH2:27][CH2:28]4)[cH:18][cH:19]3)=[O:29])[c:10]2[cH:11][cH:12]1.[F:38][c:39]1[c:40]([B:46]([OH:47])[OH:48])[c:41]([F:45])[cH:42][cH:43][cH:44]1.[K+:54].[K+:55].[K+:56].[O:134]=[CH:135][N:136]([CH3:137])[CH3:138].[P:49]([O-:50])([O-:51])([O-:52])=[O:53].[cH:57]1[cH:58][cH:59][c:60]([P:61]([Pd:62]([P:63]([c:64]2[cH:65][cH:66][cH:67][cH:68][cH:69]2)([c:70]2[cH:71][cH:72][cH:73][cH:74][cH:75]2)[c:76]2[cH:77][cH:78][cH:79][cH:80][cH:81]2)([P:82]([c:83]2[cH:84][cH:85][cH:86][cH:87][cH:88]2)([c:89]2[cH:90][cH:91][cH:92][cH:93][cH:94]2)[c:95]2[cH:96][cH:97][cH:98][cH:99][cH:100]2)[P:101]([c:102]2[cH:103][cH:104][cH:105][cH:106][cH:107]2)([c:108]2[cH:109][cH:110][cH:111][cH:112][cH:113]2)[c:114]2[cH:115][cH:116][cH:117][cH:118][cH:119]2)([c:120]2[cH:121][cH:122][cH:123][cH:124][cH:125]2)[c:126]2[cH:127][cH:128][cH:129][cH:130][cH:131]2)[cH:132][cH:133]1>>[CH3:1][O:2][c:3]1[cH:4][c:5]2[cH:6][cH:7][c:8](-[c:40]3[c:39]([F:38])[cH:44][cH:43][cH:42][c:41]3[F:45])[c:9]([C:13]([c:14]3[cH:15][cH:16][c:17]([O:20][CH2:21][CH2:22][N:23]4[CH2:24][CH2:25][CH2:26][CH2:27][CH2:28]4)[cH:18][cH:19]3)=[O:29])[c:10]2[cH:11][cH:12]1.